From a dataset of the Open Reaction Database (ORD), a public repository of structured organic reaction records. describe an organic reaction: reactants, conditions, products, and yield Isolated yield 16.3%. Reaction conditions: time 15 minute. The reactants are BrC1=C(C=C(C=C1)SC)F (1-bromo-2-fluoro-4-(methylthio)benzene), [Li]CCCC (n-BuLi), Cl (HCl), B(OC)(OC)OC (B(OMe)3). Run in C1CCOC1 (THF), CCOCC (Et2O). Procedure details: A stirred solution of 1-bromo-2-fluoro-4-(methylthio)benzene (180 g, 814 mmol) at −78° C. in THF (500 mL) was treated with n-BuLi (358 mL, 2.5M in hexanes, 895 mmol) over 1.5 h. After 15 min at −78° C., B(OMe)3 (254 g, 244 mol) was added over 1.5 h, and the reaction mixture was slowly warmed to ambient temperature. 10% Aqueous HCl (100 mL) was added and the mixture was stirred for 5 min. Et2O (500 mL) was added and the organic layer was separated and washed with 2M NaOH (300 mL). The aqueous pha... Product: FC1=C(C=CC(=C1)SC)B(O)O ([2-fluoro-4-(methylthio)phenyl]boronic acid). RXN SMILES: Br[C:2]1[CH:7]=[CH:6][C:5]([S:8][CH3:9])=[CH:4][C:3]=1[F:10].[Li]CCCC.[B:16](OC)([O:19]C)[O:17]C.Cl>C1COCC1.CCOCC>[F:10][C:3]1[CH:4]=[C:5]([S:8][CH3:9])[CH:6]=[CH:7][C:2]=1[B:16]([OH:19])[OH:17]. Reactants: OC1=C2CCCC(C2=CC=C1)=O (5-hydroxy-1-oxotetraline), ClCCCN1CCN(CC1)C1=C(C=CC=C1)CC (1-(3-chloropropyl)-4-(2-ethylphenyl)-piperazine), Cl (hydrochloride). Yields the product C(C)C1=C(C=CC=C1)N1CCN(CC1)CCCOC1=C2CCCC(C2=CC=C1)=O (5-{3-[4-(2-ethylphenyl)-1-piperazinyl]-propoxy}-3,4-dihydro-2H-naphthalene-1-one). Yield: 70.0%. Reaction SMILES: [OH:1][C:2]1[CH:11]=[CH:10][CH:9]=[C:8]2[C:3]=1[CH2:4][CH2:5][CH2:6][C:7]2=[O:12].Cl[CH2:14][CH2:15][CH2:16][N:17]1[CH2:22][CH2:21][N:20]([C:23]2[CH:28]=[CH:27][CH:26]=[CH:25][C:24]=2[CH2:29][CH3:30])[CH2:19][CH2:18]1.Cl>>[CH2:29]([C:24]1[CH:25]=[CH:26][CH:27]=[CH:28][C:23]=1[N:20]1[CH2:21][CH2:22][N:17]([CH2:16][CH2:15][CH2:14][O:1][C:2]2[CH:11]=[CH:10][CH:9]=[C:8]3[C:3]=2[CH2:4][CH2:5][CH2:6][C:7]3=[O:12])[CH2:18][CH2:19]1)[CH3:30]. Procedure details: from 5-hydroxy-1-oxotetraline and 1-(3-chloropropyl)-4-(2-ethylphenyl)-piperazine; yield 70% of theory; m.p. of the hydrochloride (recrystallized from water) 209°-210°C; Reactants: N (NH3), CS(=O)(=O)C1=NC=CC(=N1)C=1C=C2C(=NC1C1=CC(=CC=C1)C(F)(F)F)NN=C2 (5-[2-(Methylsulfonyl)pyrimidin-4-yl]-6-[3-(trifluoromethyl)phenyl]-1H-pyrazolo[3,4-b]pyridine). Solvent: C1CCOC1 (THF). Run at time 2 day. Yields the product NC1=NC=CC(=N1)C=1C=C2C(=NC1C1=CC(=CC=C1)C(F)(F)F)NN=C2 (5-(2-Aminopyrimidin-4-yl)-6-(3-trifluoromethylphenyl)-1H-pyrazolo[3,4-b]pyridine). Yield: 9.0%. RXN SMILES: [NH3:1].CS([C:6]1[N:11]=[C:10]([C:12]2[CH:13]=[C:14]3[CH:30]=[N:29][NH:28][C:15]3=[N:16][C:17]=2[C:18]2[CH:23]=[CH:22][CH:21]=[C:20]([C:24]([F:27])([F:26])[F:25])[CH:19]=2)[CH:9]=[CH:8][N:7]=1)(=O)=O>C1COCC1>[NH2:1][C:6]1[N:11]=[C:10]([C:12]2[CH:13]=[C:14]3[CH:30]=[N:29][NH:28][C:15]3=[N:16][C:17]=2[C:18]2[CH:23]=[CH:22][CH:21]=[C:20]([C:24]([F:27])([F:26])[F:25])[CH:19]=2)[CH:9]=[CH:8][N:7]=1. Procedure: A solution of THF (20 mL) saturated with NH3 (g) at −20° C. was added over 5-[2-(methylsulfonyl)pyrimidin-4-yl]-6-[3-(trifluoromethyl)phenyl]-1H-pyrazolo[3,4-b]pyridine (90 mg, 0.2 mmol, obtained in example 127) in a closed vessel. It was stirred at room temperature for 2 days and concentrated. The crude product obtained was purified by chromatography on silica gel using hexane-EtOAc mixtures of increasing polarity as eluent, to afford 7 mg of the title compound (yield: 9%) Product: O=C1c2cc(C(F)(F)F)cc(Br)c2CC2CNCCN12. Reactants: O=C1c2cc(C(F)(F)F)ccc2CC2CNCCN12, O=C1CCC(=O)N1Br, O=S(=O)(O)O. Reaction SMILES: [F:1][C:2]([c:3]1[cH:4][cH:5][c:6]2[c:11]([cH:12]1)[C:10](=[O:13])[N:9]1[CH:8]([CH2:7]2)[CH2:17][NH:16][CH2:15][CH2:14]1)([F:18])[F:19].[O:20]=[C:21]1[N:22]([Br:27])[C:23](=[O:24])[CH2:25][CH2:26]1.[S:28](=[O:29])(=[O:30])([OH:31])[OH:32]>>[F:1][C:2]([c:3]1[cH:4][c:5]([Br:27])[c:6]2[c:11]([cH:12]1)[C:10](=[O:13])[N:9]1[CH:8]([CH2:7]2)[CH2:17][NH:16][CH2:15][CH2:14]1)([F:18])[F:19]. Starting materials: CS(=O)(=O)N=C(OC1=CC=CC=C1)OC1=CC=CC=C1 (diphenyl methanesulfonylimidocarbonate), CN(C(=O)OCC(Cl)(Cl)Cl)CC1=CC=C(O1)CSCCN (2-[[5-[N-methyl-N-(2,2,2-trichloroethoxycarbonyl)aminomethyl]-2furyl]methylthio]ethylamine). The solvent is C(Cl)Cl (methylene chloride). Reaction conditions: time 10 minute. Product: CS(=O)(=O)NC(OC1=CC=CC=C1)=NCCSCC=1OC(=CC1)CN(C(=O)OCC(Cl)(Cl)Cl)C (N-methanesulfonyl-N'-[2-[[5-[N-methyl-N-(2,2,2-trichloroethoxycarbonyl)aminomethyl]-2furyl]methylthio]ethyl]-O-phenylisourea). Yield: 78.0%. Reaction SMILES: [CH3:1][S:2]([N:5]=[C:6]([O:14][C:15]1[CH:20]=[CH:19][CH:18]=[CH:17][CH:16]=1)OC1C=CC=CC=1)(=[O:4])=[O:3].[CH3:21][N:22]([CH2:31][C:32]1[O:36][C:35]([CH2:37][S:38][CH2:39][CH2:40][NH2:41])=[CH:34][CH:33]=1)[C:23]([O:25][CH2:26][C:27]([Cl:30])([Cl:29])[Cl:28])=[O:24]>C(Cl)Cl>[CH3:1][S:2]([NH:5][C:6](=[N:41][CH2:40][CH2:39][S:38][CH2:37][C:35]1[O:36][C:32]([CH2:31][N:22]([CH3:21])[C:23]([O:25][CH2:26][C:27]([Cl:30])([Cl:29])[Cl:28])=[O:24])=[CH:33][CH:34]=1)[O:14][C:15]1[CH:16]=[CH:17][CH:18]=[CH:19][CH:20]=1)(=[O:3])=[O:4]. Procedure details: 11.6 g of diphenyl methanesulfonylimidocarbonate was dissolved in 40 ml of methylene chloride. With ice-cooling, thereto was added 15 g of 2-[[5-[N-methyl-N-(2,2,2-trichloroethoxycarbonyl)aminomethyl]-2furyl]methylthio]ethylamine. The mixture was stirred for 10 minutes. The solvent was removed by distillation under reduced pressure. The residue thus obtained was purified by a column chromatography (eluant: benzene:ethyl acetate=2:1) to obtain 17.8 g (yield: 78%) of oily N-methanesulfonyl-N'-[2-[...